Dataset: the Open Reaction Database (ORD), a public repository of structured organic reaction records. Task: describe an organic reaction: reactants, conditions, products, and yield The reactants are CC1(C=CC(CC1)=O)C(=O)OC (Methyl 1-methyl-4-oxo-2-cyclohexenecarboxylate), [H][H] (hydrogen). The reagents and catalysts are [Pd] (Pd-C). Solvent: C(C)(=O)OCC (ethyl acetate). Yields the product CC1(CCC(CC1)=O)C(=O)OC (methyl 1-methyl-4-oxocyclohexanecarboxylate). Isolated yield 95.4%. Reaction SMILES: [CH3:1][C:2]1([C:9]([O:11][CH3:12])=[O:10])[CH2:7][CH2:6][C:5](=[O:8])[CH:4]=[CH:3]1.[H][H]>C(OCC)(=O)C.[Pd]>[CH3:1][C:2]1([C:9]([O:11][CH3:12])=[O:10])[CH2:3][CH2:4][C:5](=[O:8])[CH2:6][CH2:7]1. Procedure details: Methyl 1-methyl-4-oxo-2-cyclohexenecarboxylate [J. Am. Chem. Soc., 101, 6996 (1979)] (100 g) was dissolved in ethyl acetate (600 ml), 10% Pd-C (5 g) was added, and catalytic reduction was carried out at room temperature and 1 atomosphere. About 14 liters of hydrogen was absorged in about 2 hours. The catalyst was filtered off, and the filtrate was concentrated and distilled under reduced pressure to give methyl 1-methyl-4-oxocyclohexanecarboxylate (96.5 g, 95.4%, b.p. 82°-84° C./0.5 mmHg). Starting materials: [Br-], COC(=O)CC(C)=O, CC(=O)[O-], COc1ccccc1SCCC=O, CCCC[N+](CCCC)(CCCC)CCCC, Cc1ccccc1, Cl, [Na+], [Na+], [OH-], O. Yields the product COc1ccccc1SCCC(O)CC(C)=O. As a reaction SMILES: [Br-:31].[C:1]([CH2:2][C:3](=[O:4])[CH3:5])([O:6][CH3:7])=[O:8].[CH3:13][C:14](=[O:15])[O-:16].[CH3:17][O:18][c:19]1[c:20]([S:25][CH2:26][CH2:27][CH:28]=[O:29])[cH:21][cH:22][cH:23][cH:24]1.[CH3:32][CH2:33][CH2:34][CH2:35][N+:36]([CH2:37][CH2:38][CH2:39][CH3:40])([CH2:41][CH2:42][CH2:43][CH3:44])[CH2:45][CH2:46][CH2:47][CH3:48].[CH3:49][c:50]1[cH:51][cH:52][cH:53][cH:54][cH:55]1.[ClH:11].[Na+:10].[Na+:12].[OH-:9].[OH2:30]>>[CH2:2]([C:3](=[O:4])[CH3:5])[CH:28]([CH2:27][CH2:26][S:25][c:20]1[c:19]([O:18][CH3:17])[cH:24][cH:23][cH:22][cH:21]1)[OH:29]. Starting materials: C(#N)C(C#N)=C(SC)NCC1=CC=C(C=C1)OC (2-cyano-3-(4-methoxy-benzylamino)-3-methylmercapto-acrylonitrile), O.NN (hydrazine hydrate). Solvent: CO (methanol). Reaction conditions: time 1 hour. The product is NC1=C(C(=NN1)NCC1=CC=C(C=C1)OC)C#N (5-Amino-4-cyano-3-(4-methoxy-benzylamino)-pyrazole). As a reaction SMILES: [C:1]([C:3](=[C:6]([NH:9][CH2:10][C:11]1[CH:16]=[CH:15][C:14]([O:17][CH3:18])=[CH:13][CH:12]=1)SC)[C:4]#[N:5])#[N:2].O.[NH2:20][NH2:21]>CO>[NH2:2][C:1]1[NH:21][N:20]=[C:6]([NH:9][CH2:10][C:11]2[CH:16]=[CH:15][C:14]([O:17][CH3:18])=[CH:13][CH:12]=2)[C:3]=1[C:4]#[N:5] |f:1.2|. Reported procedure: A mixture of 15 g (57.8 mmol) of 2-cyano-3-(4-methoxy-benzylamino)-3-methylmercapto-acrylonitrile, 3.03 ml (61.1 mmol) of hydrazine hydrate and 40 ml of methanol is stirred for 1 hour at RT, heated under reflux for 2 hours and then concentrated by evaporation in vacuo. Recystallization of the residue from ethanol/hexane yields the title compound; m.p. 148-149° C.